This data is from the Open Reaction Database (ORD), a public repository of structured organic reaction records. The task is: describe an organic reaction: reactants, conditions, products, and yield Reactants: CO, O=C(Cc1cccs1)Nc1cccc(-c2nn3ccccc3c2-c2ccnc(Nc3ccc4c(c3)CC(NC(=O)C(F)(F)F)CC4)n2)c1, [Li+], [OH-]. Yields the product NC1CCc2ccc(Nc3nccc(-c4c(-c5cccc(NC(=O)Cc6cccs6)c5)nn5ccccc45)n3)cc2C1. RXN SMILES: [CH3:51][OH:52].[F:1][C:2]([F:3])([F:4])[C:47]([NH:5][CH:6]1[CH2:7][c:8]2[cH:9][c:10]([NH:16][c:17]3[n:18][cH:19][cH:20][c:21](-[c:23]4[c:24](-[c:32]5[cH:33][c:34]([NH:38][C:39]([CH2:40][c:41]6[s:42][cH:43][cH:44][cH:45]6)=[O:46])[cH:35][cH:36][cH:37]5)[n:25][n:26]5[c:27]4[cH:28][cH:29][cH:30][cH:31]5)[n:22]3)[cH:11][cH:12][c:13]2[CH2:14][CH2:15]1)=[O:48].[Li+:50].[OH-:49]>>[NH2:5][CH:6]1[CH2:7][c:8]2[cH:9][c:10]([NH:16][c:17]3[n:18][cH:19][cH:20][c:21](-[c:23]4[c:24](-[c:32]5[cH:33][c:34]([NH:38][C:39]([CH2:40][c:41]6[s:42][cH:43][cH:44][cH:45]6)=[O:46])[cH:35][cH:36][cH:37]5)[n:25][n:26]5[c:27]4[cH:28][cH:29][cH:30][cH:31]5)[n:22]3)[cH:11][cH:12][c:13]2[CH2:14][CH2:15]1.